Dataset: the Open Reaction Database (ORD), a public repository of structured organic reaction records. Task: describe an organic reaction: reactants, conditions, products, and yield Reactants: [Cl-], CSCCNc1ccc([N+](=O)[O-])cc1, [NH4+], [Zn]. The product is CSCCNc1ccc(N)cc1. RXN SMILES: [Cl-:1].[N+:3]([O-:4])(=[O:5])[c:6]1[cH:7][cH:8][c:9]([NH:10][CH2:11][CH2:12][S:13][CH3:14])[cH:15][cH:16]1.[NH4+:2].[Zn:17]>>[NH2:3][c:6]1[cH:7][cH:8][c:9]([NH:10][CH2:11][CH2:12][S:13][CH3:14])[cH:15][cH:16]1. Reagents/catalysts: [Cl-].[Cl-].[Zn+2] (ZnCl2). Conditions: temperature 0 celsius, time 15 minute. Reported procedure: Reaction vessels used in this procedure were flame dried under vacuum and all operations carried out in an oxygen-free, argon or nitrogen atmosphere. To a solution of 533.9 mg (2.6389 mmol) of 4,4-dimethyl-6-ethynylthiochroman (from Example 4) in 4 ml of dry tetrahydrofuran at 0° C. was added dropwise 1.7 ml of 1.6M (2.72 mmol) n-butyl lithium in hexane. This was stirred at 0° C. for 10 minutes and at room temperature for 15 minutes, cooled again to 0° C. and then treated with a solution of 410 ... Reaction SMILES: [CH3:1][C:2]1([CH3:14])[C:11]2[C:6](=[CH:7][CH:8]=[C:9]([C:12]#[CH:13])[CH:10]=2)[S:5][CH2:4][CH2:3]1.C([Li])CCC.I[C:21]1[CH:31]=[CH:30][C:24]([C:25]([O:27][CH2:28][CH3:29])=[O:26])=[CH:23][CH:22]=1>O1CCCC1.CCCCCC.[Cl-].[Cl-].[Zn+2]>[CH3:1][C:2]1([CH3:14])[C:11]2[C:6](=[CH:7][CH:8]=[C:9]([C:12]#[C:13][C:21]3[CH:31]=[CH:30][C:24]([C:25]([O:27][CH2:28][CH3:29])=[O:26])=[CH:23][CH:22]=3)[CH:10]=2)[S:5][CH2:4][CH2:3]1 |f:5.6.7|. Product: CC1(CCSC2=CC=C(C=C12)C#CC1=CC=C(C(=O)OCC)C=C1)C (Ethyl 4-[4,4-dimethylthiochroman-6-yl-ethynyl]benzoate). The solvent is O1CCCC1 (tetrahydrofuran), O1CCCC1 (tetrahydrofuran), CCCCCC (hexane), O1CCCC1 (tetrahydrofuran), O1CCCC1 (tetrahydrofuran). Starting materials: CC1(CCSC2=CC=C(C=C12)C#C)C (4,4-Dimethyl-6-ethynylthiochroman), C(CCC)[Li] (n-butyl lithium), alkynyl zinc chloride, IC1=CC=C(C(=O)OCC)C=C1 (ethyl 4-iodobenzoate), tetrakistriphenylphosphine palladium. The reactants are NN (hydrazine), COC1=CC=C(C=C1)C1=CC=C(S1)C(=O)O (5-(4-methoxyphenyl)-2-thienoic acid), S(=O)(Cl)Cl (thionyl chloride), O (water). The solvent is C1CCOC1 (THF), CN(C)C=O (DMF), C1(=CC=CC=C1)C (toluene). Run at temperature 80 celsius. Product: COC1=CC=C(C=C1)C1=CC=C(S1)C(=O)NN (5-(4-methoxyphenyl)-2-thienoylhydrazine). Yield: 78.5%. Reaction SMILES: [CH3:1][O:2][C:3]1[CH:8]=[CH:7][C:6]([C:9]2[S:13][C:12]([C:14]([OH:16])=O)=[CH:11][CH:10]=2)=[CH:5][CH:4]=1.S(Cl)(Cl)=O.[NH2:21][NH2:22].O>CN(C=O)C.C1(C)C=CC=CC=1.C1COCC1>[CH3:1][O:2][C:3]1[CH:8]=[CH:7][C:6]([C:9]2[S:13][C:12]([C:14]([NH:21][NH2:22])=[O:16])=[CH:11][CH:10]=2)=[CH:5][CH:4]=1. Reported procedure: To a solution of 1.8 g (7.7 mmol) of the thienoic acid in 1 mL of dry DMF and 30 mL of toluene is added 1.1 mL (15.4 mmol) of thionyl chloride and the mixture is heated at 80° C. for 3 hours. After cooling to room temperature, the solvent and excess thionyl chloride are removed under reduced pressure. The resulting residue is dissolved in 50 mL of dry THF and is added dropwise over a period of 30 minutes into a solution of 4.8 mL (154 mmol) of anhydrous hydrazine in 100 mL of dry THF while stirr... The reactants are C1(\C=C/C(=O)O1)=O (maleic anhydride), C1=CC=CC1 (cyclopentadiene). Reagents/catalysts: C(C(C)(C)C)(=O)OOC(C)(C)C (t-butyl peroxypivalate). The solvent is ClC1=CC=CC=C1 (chlorobenzene). Run at temperature 80 celsius, time 10 minute. Yields the product C1(=CC=CC1)/C/1=C/C(=O)OC1=O (cyclopentadiene-maleic anhydride). Reaction SMILES: [C:1]1(=[O:7])[O:6][C:4](=[O:5])[CH:3]=[CH:2]1.[CH:8]1[CH2:12][CH:11]=[CH:10][CH:9]=1>C(OOC(C)(C)C)(=O)C(C)(C)C.ClC1C=CC=CC=1>[C:12]1([C:3]2=[CH:2][C:1]([O:6][C:4]2=[O:5])=[O:7])[CH2:11][CH:10]=[CH:9][CH:8]=1. Reported procedure: The copolymerization of 1.2 g (12 mmoles) of maleic anhydride with 0.8 g. (12 mmoles) of cyclopentadiene using 0.3 ml. (1 mmole) of t-butyl peroxypivalate as catalyst at 80° C. was carried out in the presence of 1.8 ml. of chlorobenzene, using the procedure described in Example VI. The catalyst addition was carried out over a period of 10 min. and the reaction mixture was then maintained at 80° C. for an additional 50 min. The 1:2 cyclopentadiene-maleic anhydride copolymer was obtained in a yiel... The reactants are ClC1=NC=C(C=C1C(=O)N1CCCC2=CC=CC=C12)Cl ((2,5-dichloro-pyridin-3-yl)-(3,4-dihydro-2H-quinolin-1-yl)-methanone), ClC=1C=C(C=CC1)O (3-chloro-phenol), ClC1=C(C=C(C=C1)Cl)O (2,5-dichloro-phenol). Yields the product ClC=1C=C(C(=NC1)OC1=C(C=CC(=C1)Cl)Cl)C(=O)N1CCCC2=CC=CC=C12 ([5-Chloro-2-(2,5-dichloro-phenoxy)-pyridin-3-yl]-(3,4-dihydro-2H-quinolin-1-yl)-methanone). RXN SMILES: Cl[C:2]1[C:7]([C:8]([N:10]2[C:19]3[C:14](=[CH:15][CH:16]=[CH:17][CH:18]=3)[CH2:13][CH2:12][CH2:11]2)=[O:9])=[CH:6][C:5]([Cl:20])=[CH:4][N:3]=1.ClC1C=C(O)C=CC=1.[Cl:29][C:30]1[CH:35]=[CH:34][C:33]([Cl:36])=[CH:32][C:31]=1[OH:37]>>[Cl:20][C:5]1[CH:6]=[C:7]([C:8]([N:10]2[C:19]3[C:14](=[CH:15][CH:16]=[CH:17][CH:18]=3)[CH2:13][CH2:12][CH2:11]2)=[O:9])[C:2]([O:37][C:31]2[CH:32]=[C:33]([Cl:36])[CH:34]=[CH:35][C:30]=2[Cl:29])=[N:3][CH:4]=1. Reported procedure: The title compound was prepared in analogy to Example 25, Step 2, replacing (2-chloro-5-fluoro-pyridin-3-yl)-(3,4-dihydro-2H-quinolin-1-yl)-methanon with (2,5-dichloro-pyridin-3-yl)-(3,4-dihydro-2H-quinolin-1-yl)-methanone and 3-chloro-phenol with 2,5-dichloro-phenol ([CAS RN 583-78-8]). MS (ISP): 433.2 [M+H]+. Starting materials: BrB(Br)Br, CCCCC1(CC)CN(c2ccccc2)c2cc(Cl)c(OC)cc2S(=O)(=O)C1, ClCCl, O. The product is CCCCC1(CC)CN(c2ccccc2)c2cc(Cl)c(O)cc2S(=O)(=O)C1. RXN SMILES: [B:29]([Br:30])([Br:31])[Br:32].[CH2:1]([CH3:2])[C:3]1([CH2:25][CH2:26][CH2:27][CH3:28])[CH2:4][S:5](=[O:23])(=[O:24])[c:6]2[c:7]([cH:16][c:17]([Cl:22])[c:18]([O:20][CH3:21])[cH:19]2)[N:8]([c:10]2[cH:11][cH:12][cH:13][cH:14][cH:15]2)[CH2:9]1.[CH2:34]([Cl:35])[Cl:36].[OH2:33]>>[CH2:1]([CH3:2])[C:3]1([CH2:25][CH2:26][CH2:27][CH3:28])[CH2:4][S:5](=[O:23])(=[O:24])[c:6]2[c:7]([cH:16][c:17]([Cl:22])[c:18]([OH:20])[cH:19]2)[N:8]([c:10]2[cH:11][cH:12][cH:13][cH:14][cH:15]2)[CH2:9]1. The reactants are CCO, CC(C)N1C(=O)CCCc2cc([N+](=O)[O-])ccc21, [H][H]. Product: CC(C)N1C(=O)CCCc2cc(N)ccc21. As a reaction SMILES: [CH3:21][CH2:22][OH:23].[CH:1]([CH3:2])([CH3:3])[N:4]1[c:5]2[c:6]([cH:12][c:13]([N+:16]([O-:17])=[O:18])[cH:14][cH:15]2)[CH2:7][CH2:8][CH2:9][C:10]1=[O:11].[H:19][H:20]>>[CH:1]([CH3:2])([CH3:3])[N:4]1[c:5]2[c:6]([cH:12][c:13]([NH2:16])[cH:14][cH:15]2)[CH2:7][CH2:8][CH2:9][C:10]1=[O:11].